describe an organic reaction: reactants, conditions, products, and yield From a dataset of the Open Reaction Database (ORD), a public repository of structured organic reaction records. Reaction SMILES: [CH2:1]([O:5][C:6]1[C:7]([O:19][CH3:20])=[CH:8][CH:9]=[C:10]2[C:15]=1[NH:14][C:13](=[O:16])[C:12]([CH2:17][NH2:18])=[CH:11]2)[CH2:2][CH2:3][CH3:4].[OH:21][C:22]1[CH:27]=[CH:26][C:25]([CH2:28][C:29](O)=[O:30])=[CH:24][CH:23]=1.ON1C2C=CC=CC=2N=N1.C(Cl)CCl.C(=O)(O)[O-].[Na+]>CN(C=O)C.C1(C)C=CC=CC=1.C(N(CC)CC)C>[CH2:1]([O:5][C:6]1[C:7]([O:19][CH3:20])=[CH:8][CH:9]=[C:10]2[C:15]=1[NH:14][C:13](=[O:16])[C:12]([CH2:17][NH:18][C:29](=[O:30])[CH2:28][C:25]1[CH:26]=[CH:27][C:22]([OH:21])=[CH:23][CH:24]=1)=[CH:11]2)[CH2:2][CH2:3][CH3:4] |f:4.5|. Conditions: temperature 50 celsius, time 3 hour. Yields the product C(CCC)OC=1C(=CC=C2C=C(C(NC12)=O)CNC(CC1=CC=C(C=C1)O)=O)OC (N-[(8-Butoxy-7-methoxy-2-oxo-1,2-dihydroquinoline-3-yl)-methyl]-(4-hydroxyphenyl)acetamide). Reactants: C(CCl)Cl (EDC), C(CCC)OC=1C(=CC=C2C=C(C(NC12)=O)CN)OC (8-Butoxy-3-aminomethyl-7-methoxy-2-oxo-1,2-dihydroquinoline), OC1=CC=C(C=C1)CC(=O)O (4-hydroxyphenylacetic acid), ON1N=NC2=C1C=CC=C2 (N-hydroxybenzotriazole), C([O-])(O)=O.[Na+] (sodium bicarbonate). The yield is 76.3%. Reported procedure: 8-Butoxy-3-aminomethyl-7-methoxy-2-oxo-1,2-dihydroquinoline (77.7 mg, 0.281 mmol) obtained in Example 7-2, 4-hydroxyphenylacetic acid (47.0 mg, 0.309 mmol) and N-hydroxybenzotriazole (41.8 mg, 0.309 mmol) were dissolved in DMF (3 ml), and EDC (59.2 mg, 0.309 mmol) and triethylamine (30 μl) were successively added thereto. The mixture was stirred at 50° C. for 3 hours, and then a saturated aqueous solution of sodium bicarbonate (3 ml) and toluene (5 ml) were added thereto. The precipitated crysta... Solvent: C(C)N(CC)CC (triethylamine), CN(C)C=O (DMF), C1(=CC=CC=C1)C (toluene). The reactants are ClC1=CC=C(C=O)C=C1 (para-chlorobenzaldehyde), Cl (hydrochloric acid), ethyl ester, C(C)(=O)C=1C=C(C=CC(=O)O)C=CC1 (3-acetyl-cinnamic acid), C(C)O (ethanol), C(C)O (ethanol). Reaction conditions: time 10 hour. Yields the product ClC1=CC=C(C=CC(=O)C=2C=C(C=CC(=O)OCC)C=CC2)C=C1 (ethyl m-(p-chlorocinnamoyl)-cinnamate). Reaction SMILES: [C:1]([C:4]1[CH:5]=[C:6]([CH:12]=[CH:13][CH:14]=1)[CH:7]=[CH:8][C:9]([OH:11])=[O:10])(=[O:3])[CH3:2].[Cl:15][C:16]1[CH:23]=[CH:22][C:19]([CH:20]=O)=[CH:18][CH:17]=1.Cl.[CH2:25](O)[CH3:26]>>[Cl:15][C:16]1[CH:23]=[CH:22][C:19]([CH:20]=[CH:2][C:1]([C:4]2[CH:5]=[C:6]([CH:12]=[CH:13][CH:14]=2)[CH:7]=[CH:8][C:9]([O:11][CH2:25][CH3:26])=[O:10])=[O:3])=[CH:18][CH:17]=1. Procedure: 12 g (0.055 mole) of the ethyl ester of 3-acetyl-cinnamic acid are dissolved in 120 ml of ethanol. 8 g (0.057 mole) of para-chlorobenzaldehyde are added then 35 ml of anhydrous ethanol saturated with gaseous hydrochloric acid. The reaction medium is stirred for 10 hours. Yields the product FC1=C(C=CC(=C1)F)[C@]([C@@H](C)N1C(N(C=C1)C1=CC=C(C=C1)C=1N=C(OC1)C)=O)(CN1N=CN=C1)O (1-[(1R,2R)-2-(2,4-difluorophenyl)-2-hydroxy-1-methyl-3-(1H-1,2,4-triazol-1-yl)propyl]-3-[4-(2-methyl-4-oxazolyl)phenyl]-2(1H,3H)-imidazolone). Procedure details: (2R,3S)-2-(2,4-Difluorophenyl)-3-methyl-2-(1H-1,2,4-triazol-1-yl)methyloxirane was reacted with 1-[4-(2-methyl-4-oxazolyl)phenyl]-2(1H,3H)-imidazolone in the same manner as in Working Example 11 to give 1-[(1R,2R)-2-(2,4-difluorophenyl)-2-hydroxy-1-methyl-3-(1H-1,2,4-triazol-1-yl)propyl]-3-[4-(2-methyl-4-oxazolyl)phenyl]-2(1H,3H)-imidazolone (Compound 37). The reactants are FC1=C(C=CC(=C1)F)[C@@]1(O[C@H]1C)CN1N=CN=C1 ((2R,3S)-2-(2,4-Difluorophenyl)-3-methyl-2-(1H-1,2,4-triazol-1-yl)methyloxirane), CC=1OC=C(N1)C1=CC=C(C=C1)N1C(NC=C1)=O (1-[4-(2-methyl-4-oxazolyl)phenyl]-2(1H,3H)-imidazolone). RXN SMILES: [F:1][C:2]1[CH:7]=[C:6]([F:8])[CH:5]=[CH:4][C:3]=1[C@@:9]1([CH2:13][N:14]2[CH:18]=[N:17][CH:16]=[N:15]2)[C@H:11]([CH3:12])[O:10]1.[CH3:19][C:20]1[O:21][CH:22]=[C:23]([C:25]2[CH:30]=[CH:29][C:28]([N:31]3[CH:35]=[CH:34][NH:33][C:32]3=[O:36])=[CH:27][CH:26]=2)[N:24]=1>>[F:1][C:2]1[CH:7]=[C:6]([F:8])[CH:5]=[CH:4][C:3]=1[C@@:9]([OH:10])([CH2:13][N:14]1[CH:18]=[N:17][CH:16]=[N:15]1)[C@H:11]([N:33]1[CH:34]=[CH:35][N:31]([C:28]2[CH:29]=[CH:30][C:25]([C:23]3[N:24]=[C:20]([CH3:19])[O:21][CH:22]=3)=[CH:26][CH:27]=2)[C:32]1=[O:36])[CH3:12]. The reactants are CCO, Clc1nc(Cl)c2cscc2n1, O. The product is CCOc1nc(Cl)nc2cscc12. As a reaction SMILES: [CH2:13]([CH3:14])[OH:15].[Cl:1][c:2]1[n:3][c:4]([Cl:11])[c:5]2[c:6]([n:7]1)[cH:8][s:9][cH:10]2.[OH2:12]>>[Cl:1][c:2]1[n:3][c:4]([O:15][CH2:13][CH3:14])[c:5]2[c:6]([n:7]1)[cH:8][s:9][cH:10]2. The reactants are Fc1ccc(-c2nn3ccccc3c2Br)cc1, OB(O)c1ccnc(F)c1, [Na+], [Na+], O=C([O-])[O-], CN(C)C=O. Yields the product Fc1ccc(-c2nn3ccccc3c2-c2ccnc(F)c2)cc1. As a reaction SMILES: [Br:1][c:2]1[c:3](-[c:11]2[cH:12][cH:13][c:14]([F:17])[cH:15][cH:16]2)[n:4][n:5]2[c:6]1[cH:7][cH:8][cH:9][cH:10]2.[F:18][c:19]1[n:20][cH:21][cH:22][c:23]([B:25]([OH:26])[OH:27])[cH:24]1.[Na+:28].[Na+:29].[O-:30][C:31](=[O:32])[O-:33].[O:34]=[CH:35][N:36]([CH3:37])[CH3:38]>>[c:2]1(-[c:23]2[cH:22][cH:21][n:20][c:19]([F:18])[cH:24]2)[c:3](-[c:11]2[cH:12][cH:13][c:14]([F:17])[cH:15][cH:16]2)[n:4][n:5]2[c:6]1[cH:7][cH:8][cH:9][cH:10]2. Solvent: CO (methanol). Procedure details: 18.5 g (0.087 mole) of 4-(5-fluoro-2-benzofuranyl)-pyridine is dissolved in 170 ml of methanol, and the solution is stirred with 57 ml of methyl iodide for 15 hours at 40°-45°. The solution is thereupon cooled to -10°, and the precipitated salt is filtered off with suction. The filter residue is subsequently washed with 100 ml of cold isopropanol. The 1-methyl-4-(5-fluoro-2-benzofuranyl)-pyridinium-iodide thus obtained can be directly further processed. Starting materials: FC=1C=CC2=C(C=C(O2)C2=CC=NC=C2)C1 (4-(5-fluoro-2-benzofuranyl)-pyridine), CI (methyl iodide). As a reaction SMILES: [F:1][C:2]1[CH:3]=[CH:4][C:5]2[O:9][C:8]([C:10]3[CH:15]=[CH:14][N:13]=[CH:12][CH:11]=3)=[CH:7][C:6]=2[CH:16]=1.[CH3:17][I:18]>CO>[I-:18].[CH3:17][N+:13]1[CH:14]=[CH:15][C:10]([C:8]2[O:9][C:5]3[CH:4]=[CH:3][C:2]([F:1])=[CH:16][C:6]=3[CH:7]=2)=[CH:11][CH:12]=1 |f:3.4|. Yields the product [I-].C[N+]1=CC=C(C=C1)C=1OC2=C(C1)C=C(C=C2)F (1-methyl-4-(5-fluoro-2-benzofuranyl)-pyridinium-iodide). Reactants: C(C)(=O)NC1=CC(=C(C=C1Cl)C(CCCCCl)=O)OCC1=CC(=CC(=C1)OC)OC (1-[4-acetylamino-5-chloro-2-(3,5-dimethoxybenzyloxy) phenyl]-5-chloropentan-1-one), N1CCCCC1 (piperidine), CS(=O)(=O)NCC1CCNCC1 (4-(methylsulfonyl)aminomethylpiperidine). The product is Cl.NC1=CC(=C(C=C1Cl)C(CCCCN1CCC(CC1)CNS(=O)(=O)C)=O)OCC1=CC(=CC(=C1)OC)OC (1-[4-amino-5-chloro-2-(3,5-dimethoxybenzyloxy)phenyl]-5-[4-(methylsulfonyl) aminomethyl-piperidin-1-yl]pentan-1-one hydrochloride). Reaction SMILES: C([NH:4][C:5]1[C:10]([Cl:11])=[CH:9][C:8]([C:12](=[O:18])[CH2:13][CH2:14][CH2:15][CH2:16]Cl)=[C:7]([O:19][CH2:20][C:21]2[CH:26]=[C:25]([O:27][CH3:28])[CH:24]=[C:23]([O:29][CH3:30])[CH:22]=2)[CH:6]=1)(=O)C.N1CCCCC1.[CH3:37][S:38]([NH:41][CH2:42][CH:43]1[CH2:48][CH2:47][NH:46][CH2:45][CH2:44]1)(=[O:40])=[O:39]>>[ClH:11].[NH2:4][C:5]1[C:10]([Cl:11])=[CH:9][C:8]([C:12](=[O:18])[CH2:13][CH2:14][CH2:15][CH2:16][N:46]2[CH2:45][CH2:44][CH:43]([CH2:42][NH:41][S:38]([CH3:37])(=[O:39])=[O:40])[CH2:48][CH2:47]2)=[C:7]([O:19][CH2:20][C:21]2[CH:22]=[C:23]([O:29][CH3:30])[CH:24]=[C:25]([O:27][CH3:28])[CH:26]=2)[CH:6]=1 |f:3.4|. Reported procedure: Proceeding as in Example 4, Step (c), but replacing 1-(4-acetylamino-5-chloro-2-methoxyphenyl)-5-chloropentan-1-one with 1-[4-acetylamino-5-chloro-2-(3,5-dimethoxybenzyloxy) phenyl]-5-chloropentan-1-one and piperidine with 4-(methylsulfonyl)aminomethylpiperidine, gave 1-[4-amino-5-chloro-2-(3,5-dimethoxybenzyloxy)phenyl]-5-[4-(methylsulfonyl) aminomethyl-piperidin-1-yl]pentan-1-one hydrochloride, m.p. 211°-213° C. The reactants are ClC1=CC(=C(C=N1)C(CO)C)C=1NC2=CC=CC(=C2C1)F (2-(6-chloro-4-(4-fluoro-1H-indol-2-yl)pyridin-3-yl)propan-1-ol), CCOC(=O)/N=N/C(=O)OCC (DEAD), C1=CC=C(C=C1)P(C2=CC=CC=C2)C3=CC=CC=C3 (PPh3). Solvent: O (H2O), C1CCOC1 (THF). Conditions: time 12 hour. Yields the product ClC=1N=CC=2C(CN3C(C2C1)=CC=1C(=CC=CC13)F)C (2-chloro-11-fluoro-5-methyl-5,6-dihydroindolo[2,1-a][2,6]naphthyridine). Yield: 49.8%. Reaction SMILES: [Cl:1][C:2]1[N:7]=[CH:6][C:5]([CH:8]([CH3:11])[CH2:9]O)=[C:4]([C:12]2[NH:13][C:14]3[C:19]([CH:20]=2)=[C:18]([F:21])[CH:17]=[CH:16][CH:15]=3)[CH:3]=1.CCOC(/N=N/C(OCC)=O)=O.C1C=CC(P(C2C=CC=CC=2)C2C=CC=CC=2)=CC=1>C1COCC1.O>[Cl:1][C:2]1[N:7]=[CH:6][C:5]2[CH:8]([CH3:11])[CH2:9][N:13]3[C:14]4[CH:15]=[CH:16][CH:17]=[C:18]([F:21])[C:19]=4[CH:20]=[C:12]3[C:4]=2[CH:3]=1. Procedure details: To a suspension of 2-(6-chloro-4-(4-fluoro-1H-indol-2-yl)pyridin-3-yl)propan-1-ol (60 mg, 0.21 mmol) and DEAD (111 mg, 0.63 mmol) in THF (4 mL) was added PPh3 (156 mg, 0.63 mmol) at 0° C. under N2, and the mixture was stirred for 12 hours. Then the mixture was diluted with H2O and extracted with EA. The combined organic layer was washed with H2O, brine, dried over Na2SO4, filtrated and concentrated to give 2-chloro-11-fluoro-5-methyl-5,6-dihydroindolo[2,1-a][2,6]naphthyridine (30 mg, yield: 56%)... Reactants: CCN(CC)CC1=CC=CC=C1.C=CC1=CC=CC=C1.C=CC1=CC=C(C=C1)C=C (diethylaminomethyl polystyrene), Cl.N1(CCCCC1)CCCOC1=CC=C(C(=O)N2CC3=CC=C(C=C3C2)N)C=C1 (N-[4-(3-piperidin-1-ylpropoxy)-benzoyl]-5-aminoisoindoline hydrochloride), BrCCCC(=O)Cl (4-bromobutanoyl chloride). Solvent: C(Cl)Cl (DCM). Run at time 2 hour. The product is Cl.N1(CCCCC1)CCCOC1=CC=C(C(=O)N2CC3=CC=C(C=C3C2)N2C(CCC2)=O)C=C1 (N-[4-(3-Piperidin-1-ylpropoxy)-benzoyl]-5-(2-oxo-pyrrolidin-1-yl)-isoindoline hydrochloride). RXN SMILES: CCN(CC1C=CC=CC=1)CC.C=CC1C=CC=CC=1.C=CC1C=CC(C=C)=CC=1.Cl.[N:32]1([CH2:38][CH2:39][CH2:40][O:41][C:42]2[CH:59]=[CH:58][C:45]([C:46]([N:48]3[CH2:56][C:55]4[C:50](=[CH:51][CH:52]=[C:53]([NH2:57])[CH:54]=4)[CH2:49]3)=[O:47])=[CH:44][CH:43]=2)[CH2:37][CH2:36][CH2:35][CH2:34][CH2:33]1.Br[CH2:61][CH2:62][CH2:63][C:64]([Cl:66])=[O:65]>C(Cl)Cl>[ClH:66].[N:32]1([CH2:38][CH2:39][CH2:40][O:41][C:42]2[CH:43]=[CH:44][C:45]([C:46]([N:48]3[CH2:56][C:55]4[C:50](=[CH:51][CH:52]=[C:53]([N:57]5[CH2:61][CH2:62][CH2:63][C:64]5=[O:65])[CH:54]=4)[CH2:49]3)=[O:47])=[CH:58][CH:59]=2)[CH2:37][CH2:36][CH2:35][CH2:34][CH2:33]1 |f:0.1.2,3.4,7.8|. Procedure details: A stirred mixture of diethylaminomethyl polystyrene (247 mg, 3.2 mmol/g) and N-[4-(3-piperidin-1-ylpropoxy)-benzoyl]-5-aminoisoindoline hydrochloride (E13) (150 mg) in DCM (5 ml) at rt was treated with 4-bromobutanoyl chloride (0.05 ml) for 30 mins. The mixture was filtered and evaporated. The residue was redissolved in DMF (5 ml) and treated with sodium hydride (18 mg of a 60% suspension in mineral oil) and stirred for 2 h. A further portion of sodium hydride (18 mg) was added and the mixture s... The reactants are CC(C)([O-])C.[K+] (Potassium t-butoxide), BrC1=C(C=C(C=C1)Cl)F (1-Bromo-4-chloro-2-fluorobenzene), CC1=NNC=C1 (3-methylpyrazole). Reaction SMILES: CC(C)([O-])C.[K+].[CH3:7][C:8]1[CH:12]=[CH:11][NH:10][N:9]=1.[Br:13][C:14]1[CH:19]=[CH:18][C:17]([Cl:20])=[CH:16][C:15]=1F>CS(C)=O>[Br:13][C:14]1[CH:19]=[CH:18][C:17]([Cl:20])=[CH:16][C:15]=1[N:10]1[CH:11]=[CH:12][C:8]([CH3:7])=[N:9]1.[Br:13][C:14]1[CH:19]=[CH:18][C:17]([Cl:20])=[CH:16][C:15]=1[N:9]1[C:8]([CH3:7])=[CH:12][CH:11]=[N:10]1 |f:0.1|. Reported procedure: Potassium t-butoxide (3.9 g, 0.33 mmol) was dissolved in DMSO (25 mL). To this solution was added 3-methylpyrazole (2.7 g, 0.33 mmol) and the reaction was heated at 50° C. for 30 min. 1-Bromo-4-chloro-2-fluorobenzene (4.6 g, 0.22 mmol) was then added and the reaction was stirred at 50° C. for 16 h. The reaction was cooled to RT and extracted with water and EtOAc, washed with brine, and dried over Na2SO4, filtered and concentrated in vacuo. Purification by normal phase silica gel column chromatog... The solvent is CS(=O)C (DMSO). Product: BrC1=C(C=C(C=C1)Cl)N1N=C(C=C1)C (1-(2-bromo-5-chlorophenyl)-3-methyl-1H-pyrazole), BrC1=C(C=C(C=C1)Cl)N1N=CC=C1C (1-(2-bromo-5-chlorophenyl)-5-methyl-1H-pyrazole). Reaction conditions: temperature 50 celsius, time 16 hour.